Dataset: the Open Reaction Database (ORD), a public repository of structured organic reaction records. Task: describe an organic reaction: reactants, conditions, products, and yield The reactants are C1NCCC2=CC(=CC=C12)N\C(\C1=CC=CC=C1)=C\1/C(NC2=CC=C(C=C12)[N+](=O)[O-])=O (3-{(Z)-1-[(1,2,3,4-tetrahydro-isoquinolin-6-yl)-amino]-1-phenylmethylidene}-5-nitro-2-indolinone), Cl (HCl), C(C)(=O)OC(C)=O (acetic anhydride), CCN(C(C)C)C(C)C (Hunig's base). Solvent: C(C)(=O)O (acetic acid), O (H2O). Yields the product C(C)(=O)N1CC2=CC=C(C=C2CC1)N\C(\C1=CC=CC=C1)=C\1/C(NC2=CC=C(C=C12)[N+](=O)[O-])=O (3-{(Z)-1-[(2-acetyl-1,2,3,4-tetrahydro-isoquinolin-6-yl)-amino]-1-phenylmethylidene}-5-nitro-2-indolinone). Reaction SMILES: [CH2:1]1[C:10]2[C:5](=[CH:6][C:7]([NH:11]/[C:12](=[C:19]3\[C:20](=[O:31])[NH:21][C:22]4[C:27]\3=[CH:26][C:25]([N+:28]([O-:30])=[O:29])=[CH:24][CH:23]=4)/[C:13]3[CH:18]=[CH:17][CH:16]=[CH:15][CH:14]=3)=[CH:8][CH:9]=2)[CH2:4][CH2:3][NH:2]1.Cl.[C:33](OC(=O)C)(=[O:35])[CH3:34].CCN(C(C)C)C(C)C>C(O)(=O)C.O>[C:33]([N:2]1[CH2:3][CH2:4][C:5]2[C:10](=[CH:9][CH:8]=[C:7]([NH:11]/[C:12](=[C:19]3\[C:20](=[O:31])[NH:21][C:22]4[C:27]\3=[CH:26][C:25]([N+:28]([O-:30])=[O:29])=[CH:24][CH:23]=4)/[C:13]3[CH:18]=[CH:17][CH:16]=[CH:15][CH:14]=3)[CH:6]=2)[CH2:1]1)(=[O:35])[CH3:34]. Reported procedure: Prepared from 3-{(Z)-1-[(1,2,3,4-tetrahydro-isoquinolin-6-yl)-amino]-1-phenylmethylidene}-5-nitro-2-indolinone×HCl×H2O in glacial acetic acid with acetic anhydride in the presence of Hunig's base. Starting materials: ClC1=C2C=CNC2=CC=C1 (4-chloroindole), CN(C=O)C (N,N-dimethylformamide), P(=O)(Cl)(Cl)Cl (phosphorus oxychloride), CN(C=O)C (N,N-dimethylformamide), [OH-].[Na+] (sodium hydroxide), ice. The solvent is O (water), O (water). Reaction conditions: temperature 40 celsius, time 30 minute. Yields the product ClC1=C2C(=CNC2=CC=C1)C=O (4-chloro-3-formylindole). Reaction SMILES: P(Cl)(Cl)(Cl)=O.[Cl:6][C:7]1[CH:15]=[CH:14][CH:13]=[C:12]2[C:8]=1[CH:9]=[CH:10][NH:11]2.[OH-].[Na+].CN(C)[CH:20]=[O:21]>O>[Cl:6][C:7]1[CH:15]=[CH:14][CH:13]=[C:12]2[C:8]=1[C:9]([CH:20]=[O:21])=[CH:10][NH:11]2 |f:2.3|. Reported procedure: During a period of five minutes 2.3 grams (0.015 mole) of phosphorus oxychloride was added dropwise to 10 mL of N,N-dimethylformamide. The solution was stirred for 30 minutes and then cooled in an ice bath. To this was added dropwise a solution of 2.0 grams (0.013 mole) of 4-chloroindole in 3 mL of N,N-dimethylformamide. Upon completion of the addition the ice bath was removed, and the reaction mixture was warmed to ambient tempeature, where it stirred for 1.5 hours. After this time the reaction... Reactants: C[C@@H]1CC2(OCCO2)CC[C@@H]1N1C(CCC1)=O (1-(cis-7-methyl-1,4-dioxa-spiro[4.5]dec-8-yl)-pyrrolidin-2-one), [Li+].CC(C)[N-]C(C)C (LDA), BrCC1=C(C=C(C=C1)Cl)Cl (1-(bromomethyl)-2,4-dichlorobenzene). Yields the product ClC1=C(CC2C(N(CC2)[C@@H]2[C@@H](CC3(OCCO3)CC2)C)=O)C=CC(=C1)Cl (3-(2,4-dichloro-benzyl)-1-(cis-7-methyl-1,4-dioxa-spiro[4.5]dec-8-yl)-pyrrolidin-2-one). Yield: 56.5%. RXN SMILES: [CH3:1][C@H:2]1[C@@H:11]([N:12]2[CH2:16][CH2:15][CH2:14][C:13]2=[O:17])[CH2:10][CH2:9][C:4]2([O:8][CH2:7][CH2:6][O:5]2)[CH2:3]1.[Li+].CC([N-]C(C)C)C.Br[CH2:27][C:28]1[CH:33]=[CH:32][C:31]([Cl:34])=[CH:30][C:29]=1[Cl:35]>>[Cl:35][C:29]1[CH:30]=[C:31]([Cl:34])[CH:32]=[CH:33][C:28]=1[CH2:27][CH:14]1[CH2:15][CH2:16][N:12]([C@H:11]2[CH2:10][CH2:9][C:4]3([O:5][CH2:6][CH2:7][O:8]3)[CH2:3][C@H:2]2[CH3:1])[C:13]1=[O:17] |f:1.2|. Reported procedure: Using the procedure to synthesize Example 1 and using reagent 1-(cis-7-methyl-1,4-dioxa-spiro[4.5]dec-8-yl)-pyrrolidin-2-one (Preparation 45) (2.49 g, 10.4 mmol), LDA (1.5M, 8.3 mL, 12.5 mmol) and 1-(bromomethyl)-2,4-dichlorobenzene (4.07 g, 20.8 mmol) yields 2.34 g (56%) of 3-(2,4-dichloro-benzyl)-1-(cis-7-methyl-1,4-dioxa-spiro[4.5]dec-8-yl)-pyrrolidin-2-one as a white solid. Reactants: C(CCCCC)(=O)O (caproic acid), S(O)(O)(=O)=O (sulfuric acid), ClCl (chlorine). The product is 95, ClCCCCCC(=O)O (6-chlorocaproic acid). As a reaction SMILES: [C:1]([OH:8])(=[O:7])[CH2:2][CH2:3][CH2:4][CH2:5][CH3:6].S(=O)(=O)(O)O.[Cl:14]Cl>>[Cl:14][CH2:6][CH2:5][CH2:4][CH2:3][CH2:2][C:1]([OH:8])=[O:7]. Reported procedure: 147 parts by weight of the caproic acid were added to 1,000 parts by weight of 90% sulfuric acid saturated with chlorine and were reacted for 6 hours at 25° C. to obtain 95 parts by weight of 6-chlorocaproic acid. Starting materials: CC(C)(C)[Si](C)(C)Cl, COC(=O)C1CC(O)CN1C(=O)c1ccccc1[N+](=O)[O-], CN(C)C=O, O, c1c[nH]cn1. Yields the product COC(=O)C1CC(O[Si](C)(C)C(C)(C)C)CN1C(=O)c1ccccc1[N+](=O)[O-]. As a reaction SMILES: [C:27]([CH3:28])([CH3:29])([CH3:30])[Si:31]([CH3:32])([CH3:33])[Cl:34].[CH3:1][O:2][C:3]([CH:4]1[N:5]([C:10]([c:11]2[c:12]([N+:17](=[O:18])[O-:19])[cH:13][cH:14][cH:15][cH:16]2)=[O:20])[CH2:6][CH:7]([OH:9])[CH2:8]1)=[O:21].[CH3:36][N:37]([CH3:38])[CH:39]=[O:40].[OH2:35].[nH:22]1[cH:23][cH:24][n:25][cH:26]1>>[CH3:1][O:2][C:3]([CH:4]1[N:5]([C:10]([c:11]2[c:12]([N+:17](=[O:18])[O-:19])[cH:13][cH:14][cH:15][cH:16]2)=[O:20])[CH2:6][CH:7]([O:9][Si:31]([C:27]([CH3:28])([CH3:29])[CH3:30])([CH3:32])[CH3:33])[CH2:8]1)=[O:21]. Reactants: [BH-](OC(=O)C)(OC(=O)C)OC(=O)C.[Na+] (NaBH(OAc)3), FC=1C=CC(=C(C1)C=1C=CC(=NC1)C(=O)OC)C=O (methyl 5-(5-fluoro-2-formylphenyl)picolinate), BrC1=C(C=C(N)C=C1)F (4-bromo-3-fluoroaniline), CC(=O)O (AcOH). Solvent: CCOC(=O)C (EtOAc), ClCCCl (DCE). Yields the product BrC1=C(C=C(C=C1)NCC1=C(C=C(C=C1)F)C=1C=CC(=NC1)C(=O)OC)F (methyl 5-(2-(((4-bromo-3-fluorophenyl)amino)methyl)-5-fluorophenyl)picolinate). RXN SMILES: [BH-](OC(C)=O)(OC(C)=O)OC(C)=O.[Na+].[F:15][C:16]1[CH:17]=[CH:18][C:19]([CH:32]=O)=[C:20]([C:22]2[CH:23]=[CH:24][C:25]([C:28]([O:30][CH3:31])=[O:29])=[N:26][CH:27]=2)[CH:21]=1.[Br:34][C:35]1[CH:41]=[CH:40][C:38]([NH2:39])=[CH:37][C:36]=1[F:42].CC(O)=O>CCOC(C)=O.ClCCCl>[Br:34][C:35]1[CH:41]=[CH:40][C:38]([NH:39][CH2:32][C:19]2[CH:18]=[CH:17][C:16]([F:15])=[CH:21][C:20]=2[C:22]2[CH:23]=[CH:24][C:25]([C:28]([O:30][CH3:31])=[O:29])=[N:26][CH:27]=2)=[CH:37][C:36]=1[F:42] |f:0.1|. Reported procedure: Solid NaBH(OAc)3 (491 mg, 2.3 mmol) was added to a DCE solution (4 mL) of methyl 5-(5-fluoro-2-formylphenyl)picolinate (300 mg, 1.2 mmol), 4-bromo-3-fluoroaniline (242 mg, 1.3 mmol), and AcOH (0.27 mL, 4.6 mmol) and the resulting mixture was stirred at room temperature. After 16 h the resulting mixture diluted with EtOAc washed with water and brine, dried (Na2SO4), concentrated and purified via column chromatography to yield the title compound. Starting materials: C(C)C(CC)(C=1SC=C(C1)C)C1=CC(=C(C=C1)CO)C ({4-[1-ethyl-1-(4-methyl-thiophen-2-yl)-propyl]-2-methyl-phenyl}-methanol), P(Br)(Br)Br (PBr3). The solvent is C1CCOC1 (THF). Run at time 2 hour. Yields the product [Br-].C(C)C(CC)(C=1SC=C(C1)C)C1=CC(=C(C=C1)C)C ({4-[1-ethyl-1-(4-methyl-thiophen-2-yl)-propyl]-2-methyl-phenyl}-methane bromide). RXN SMILES: [CH2:1]([C:3]([C:12]1[CH:17]=[CH:16][C:15]([CH2:18]O)=[C:14]([CH3:20])[CH:13]=1)([C:6]1[S:7][CH:8]=[C:9]([CH3:11])[CH:10]=1)[CH2:4][CH3:5])[CH3:2].P(Br)(Br)[Br:22]>C1COCC1>[Br-:22].[CH2:1]([C:3]([C:12]1[CH:17]=[CH:16][C:15]([CH3:18])=[C:14]([CH3:20])[CH:13]=1)([C:6]1[S:7][CH:8]=[C:9]([CH3:11])[CH:10]=1)[CH2:4][CH3:5])[CH3:2] |f:3.4|. Procedure: To a 0° C. solution of {4-[1-ethyl-1-(4-methyl-thiophen-2-yl)-propyl]-2-methyl-phenyl}-methanol (6 g,) in THF (50 ml) is treated with PBr3 (2.2 ml, 23.3 mmol) and warmed to RT. After stirring for 2 h, the mixture is partitioned between EtOAc and brine. The organic layer is MgSO4 dried, concentrated, and dissolved in anhydrous THF (30 ml) to give a solution of {4-[1-ethyl-1-(4-methyl-thiophen-2-yl)-propyl]-2-methyl-phenyl}-methane bromide. Separately, a solution of 3,3-dimethyl-butan-2-one (5.3 m...